This data is from the Open Reaction Database (ORD), a public repository of structured organic reaction records. The task is: describe an organic reaction: reactants, conditions, products, and yield As a reaction SMILES: [F:1][c:2]1[cH:3][c:4]([C:5](=[O:6])[NH:7][c:8]2[cH:9][cH:10][c:11]([O:18][c:19]3[n:20][c:21]([S:25]([CH3:26])(=[O:27])=[O:28])[n:22][cH:23][cH:24]3)[c:12]3[cH:13][cH:14][cH:15][cH:16][c:17]23)[cH:29][c:30]([N:32]2[CH2:33][CH2:34][O:35][CH2:36][CH2:37]2)[cH:31]1.[O:38]1[CH:39]([CH2:43][NH2:44])[O:40][CH2:41][CH2:42]1>>[F:1][c:2]1[cH:3][c:4]([C:5](=[O:6])[NH:7][c:8]2[cH:9][cH:10][c:11]([O:18][c:19]3[n:20][c:21]([NH:44][CH2:43][CH:39]4[O:38][CH2:42][CH2:41][O:40]4)[n:22][cH:23][cH:24]3)[c:12]3[cH:13][cH:14][cH:15][cH:16][c:17]23)[cH:29][c:30]([N:32]2[CH2:33][CH2:34][O:35][CH2:36][CH2:37]2)[cH:31]1. The product is O=C(Nc1ccc(Oc2ccnc(NCC3OCCO3)n2)c2ccccc12)c1cc(F)cc(N2CCOCC2)c1. Starting materials: CS(=O)(=O)c1nccc(Oc2ccc(NC(=O)c3cc(F)cc(N4CCOCC4)c3)c3ccccc23)n1, NCC1OCCO1. Reactants: CC(C)(C)N, CCOC(C)=O, CCCC(NC(C)C(=O)N1C(C(=O)O)CC2CCCCC21)C(=O)OCC, O. The product is CCCC(NC(C)C(=O)N1C(C(=O)O)CC2CCCCC21)C(=O)OCC. RXN SMILES: [CH3:1][C:2]([NH2:3])([CH3:4])[CH3:5].[CH3:33][CH2:34][O:35][C:36](=[O:37])[CH3:38].[CH:6]12[CH2:7][CH2:8][CH2:9][CH2:10][CH:11]1[N:12]([C:18](=[O:19])[CH:20]([CH3:21])[NH:22][CH:23]([CH2:24][CH2:25][CH3:26])[C:27](=[O:28])[O:29][CH2:30][CH3:31])[CH:13]([C:15]([OH:16])=[O:17])[CH2:14]2.[OH2:32]>>[CH:6]12[CH2:7][CH2:8][CH2:9][CH2:10][CH:11]1[N:12]([C:18](=[O:19])[CH:20]([CH3:21])[NH:22][CH:23]([CH2:24][CH2:25][CH3:26])[C:27](=[O:28])[O:29][CH2:30][CH3:31])[CH:13]([C:15](=[O:16])[OH:17])[CH2:14]2.